From a dataset of the Open Reaction Database (ORD), a public repository of structured organic reaction records. describe an organic reaction: reactants, conditions, products, and yield Starting materials: [Al+3], COC(=O)c1cnccc1C1CCN(C(=O)OC(C)(C)C)CC1, C1CCOC1, [H-], [H-], [H-], [H-], [Li+]. Product: CC(C)(C)OC(=O)N1CCC(c2ccncc2CO)CC1. RXN SMILES: [Al+3:25].[C:1]([CH3:2])([CH3:3])([CH3:4])[O:5][C:6](=[O:7])[N:8]1[CH2:9][CH2:10][CH:11]([c:14]2[cH:15][cH:16][n:17][cH:18][c:19]2[C:20](=[O:21])[O:22][CH3:23])[CH2:12][CH2:13]1.[CH2:30]1[O:31][CH2:32][CH2:33][CH2:34]1.[H-:24].[H-:27].[H-:28].[H-:29].[Li+:26]>>[C:1]([CH3:2])([CH3:3])([CH3:4])[O:5][C:6](=[O:7])[N:8]1[CH2:9][CH2:10][CH:11]([c:14]2[cH:15][cH:16][n:17][cH:18][c:19]2[CH2:20][OH:21])[CH2:12][CH2:13]1. Starting materials: COC1=NC=CC(=C1)CC1CN(CCN1)S(=O)(=O)C=1SC=CC1 (3-((2-methoxy-4-pyridinyl)methyl)-1-(2-thiophenylsulfonyl)piperazine), BrC1=CC=C(C=C1)C(C(F)(F)F)(C(F)(F)F)O (2-(4-bromophenyl)-1,1,1,3,3,3-hexafluoropropan-2-ol), dicyclohexyl(2′,4′,6′-triisopropyl-[1′,1′-biphenyl]-2-yl)phosphine, CC(C)([O-])C.[Na+] (sodium tert-butoxide), C1(=CC=CC=C1)C (toluene). The reagents and catalysts are C=1C=CC(=CC1)/C=C/C(=O)/C=C/C2=CC=CC=C2.C=1C=CC(=CC1)/C=C/C(=O)/C=C/C2=CC=CC=C2.C=1C=CC(=CC1)/C=C/C(=O)/C=C/C2=CC=CC=C2.[Pd].[Pd] (tris(dibenzylideneacetone)dipalladium). Run in [NH4+].[Cl-] (NH4Cl). Run at temperature 100 celsius, time 18 hour. Yields the product FC(C(C(F)(F)F)(O)C1=CC=C(C=C1)N1C(CN(CC1)S(=O)(=O)C=1SC=CC1)CC1=CC(=NC=C1)OC)(F)F (1,1,1,3,3,3-hexafluoro-2-(4-(2-((2-methoxy-4-pyridinyl)methyl)-4-(2-thiophenylsulfonyl)-1-piperazinyl)phenyl)-2-propanol). The yield is 43.2%. RXN SMILES: [CH3:1][O:2][C:3]1[CH:8]=[C:7]([CH2:9][CH:10]2[NH:15][CH2:14][CH2:13][N:12]([S:16]([C:19]3[S:20][CH:21]=[CH:22][CH:23]=3)(=[O:18])=[O:17])[CH2:11]2)[CH:6]=[CH:5][N:4]=1.Br[C:25]1[CH:30]=[CH:29][C:28]([C:31]([OH:40])([C:36]([F:39])([F:38])[F:37])[C:32]([F:35])([F:34])[F:33])=[CH:27][CH:26]=1.CC(C)([O-])C.[Na+].C1(C)C=CC=CC=1>[NH4+].[Cl-].C1C=CC(/C=C/C(/C=C/C2C=CC=CC=2)=O)=CC=1.C1C=CC(/C=C/C(/C=C/C2C=CC=CC=2)=O)=CC=1.C1C=CC(/C=C/C(/C=C/C2C=CC=CC=2)=O)=CC=1.[Pd].[Pd]>[F:33][C:32]([F:34])([F:35])[C:31]([C:28]1[CH:27]=[CH:26][C:25]([N:15]2[CH2:14][CH2:13][N:12]([S:16]([C:19]3[S:20][CH:21]=[CH:22][CH:23]=3)(=[O:18])=[O:17])[CH2:11][CH:10]2[CH2:9][C:7]2[CH:6]=[CH:5][N:4]=[C:3]([O:2][CH3:1])[CH:8]=2)=[CH:30][CH:29]=1)([OH:40])[C:36]([F:37])([F:39])[F:38] |f:2.3,5.6,7.8.9.10.11|. Reported procedure: To a 50-mL round-bottomed flask was added 3-((2-methoxy-4-pyridinyl)methyl)-1-(2-thiophenylsulfonyl)piperazine (168 mg, 0.47 mmol), 2-(4-bromophenyl)-1,1,1,3,3,3-hexafluoropropan-2-ol (184 mg, 0.57 mmol, Bioorg. Med. Chem. Lett. 2002, 12, 3009), dicyclohexyl(2′,4′,6′-triisopropyl-[1′,1′-biphenyl]-2-yl)phosphine (91 mg, 0.19 mmol, Strem, Newburyport, Mass.), tris(dibenzylideneacetone)dipalladium (43 mg, 0.05 mmol, Strem, Newburyport, Mass.), sodium tert-butoxide (137 mg, 1.43 mmol, Aldrich, St. L... Reactants: CSC1=C(N)C=C(C(=C1)OC)OC (2-methylthio-4,5-dimethoxyaniline), CN(C1=CC=CC=C1)C (N,N-dimethylaniline), C(=O)(Cl)Cl (phosgene). Conditions: time 5 minute. As a reaction SMILES: [C:1](Cl)(Cl)=[O:2].C[N:6]([CH3:13])[C:7]1[CH:12]=[CH:11]C=CC=1.[CH3:14][S:15][C:16]1[CH:22]=[C:21]([O:23][CH3:24])[C:20]([O:25][CH3:26])=[CH:19][C:17]=1[NH2:18]>C1(C)C=CC=CC=1>[N:6]1([C:1]([NH:18][C:17]2[CH:19]=[C:20]([O:25][CH3:26])[C:21]([O:23][CH3:24])=[CH:22][C:16]=2[S:15][CH3:14])=[O:2])[CH2:7][CH2:12][CH2:11][CH2:13]1. The product is N1(CCCC1)C(=O)NC1=C(C=C(C(=C1)OC)OC)SC (N-pyrrolidinylcarbonyl-2-methylthio-4,5-dimethoxyaniline). Reported procedure: A solution of 24 g. of phosgene in toluene was added rapidly to a solution of 58.1 g. of N,N-dimethylaniline in 500 ml. of toluene, which solution has been previously cooled to about 0° C. with an ice-water bath. After stirring the resulting solution for about five minutes, a solution of 39.8 g. of 2-methylthio-4,5-dimethoxyaniline in 350 ml. of toluene was added on dropwise fashion over a 30 minute period to the cooled, stirred reaction mixture. The reaction mixture was allowed to warm to ambie... The solvent is C1(=CC=CC=C1)C (toluene), C1(=CC=CC=C1)C (toluene), C1(=CC=CC=C1)C (toluene). Reactants: C(C1=CC=CC=C1)=O (Benzaldehyde), O=C[C@H](O)[C@@H](O)[C@@H](O)[C@H](O)CO (D-galactose), C(C1=CC=CC=C1)=O (benzaldehyde). The reagents and catalysts are [Cl-].[Cl-].[Zn+2] (ZnCl2), [Cl-].[Zn+2].[Cl-] (zinc chloride). Run at time 30 minute. Product: C1[C@H]([C@H](OC(O1)C2=CC=CC=C2)[C@@H]([C@H](C=O)O)O)O (4.6-O-benzvlidene-D-galactose). Reaction SMILES: [CH:1](=[O:8])[C:2]1[CH:7]=[CH:6][CH:5]=[CH:4][CH:3]=1.[O:9]=[CH:10][C@@H:11]([C@H:13]([C@H:15]([C@@H:17]([CH2:19][OH:20])[OH:18])O)[OH:14])[OH:12]>[Cl-].[Cl-].[Zn+2]>[CH2:19]1[O:20][CH:1]([C:2]2[CH:7]=[CH:6][CH:5]=[CH:4][CH:3]=2)[O:8][C@H:15]([C@H:13]([OH:14])[C@@H:11]([OH:12])[CH:10]=[O:9])[C@@H:17]1[OH:18] |f:2.3.4|. Reported procedure: A portion of ZnCl2 (23 kg, 171 mol) was placed into a reactor, taking measures to exclude moisture. Benzaldehyde (70 L, 680 mol) was poured into the reactor, and the mixture was stirred for about 30 minutes using a powerful mechanical stirrer. After initial dissolution of zinc chloride, a thick slurry of a benzaldehyde-ZnCl2 complex forms. Anhydrous D-galactose (30 kg, 164 mol) and more benzaldehyde (60 L, 570 mol) were added to the warm slurry, and the mixture was allowed to react at RT for 24 ... The reactants are C=O, C1CCNC1, Cc1ccc(S(=O)(=O)n2cccc(O)c2=O)cc1, CCO. The product is Cc1ccc(S(=O)(=O)n2ccc(CN3CCCC3)c(O)c2=O)cc1. Reaction SMILES: [CH2:19]=[O:20].[CH2:21]1[CH2:22][CH2:23][NH:24][CH2:25]1.[CH3:1][c:2]1[cH:3][cH:4][c:5]([S:8](=[O:9])(=[O:10])[n:11]2[c:12](=[O:18])[c:13]([OH:17])[cH:14][cH:15][cH:16]2)[cH:6][cH:7]1.[CH3:26][CH2:27][OH:28]>>[CH3:1][c:2]1[cH:3][cH:4][c:5]([S:8](=[O:9])(=[O:10])[n:11]2[c:12](=[O:18])[c:13]([OH:17])[c:14]([CH2:19][N:24]3[CH2:23][CH2:22][CH2:21][CH2:25]3)[cH:15][cH:16]2)[cH:6][cH:7]1. Reactants: O=C([O-])[O-], CN(C)C=O, O=C(CCl)Nc1cccc(F)c1, [K+], [K+], NC(=O)c1n[nH]cc1[N+](=O)[O-]. Product: NC(=O)c1nn(CC(=O)Nc2cccc(F)c2)cc1[N+](=O)[O-]. RXN SMILES: [C:24](=[O:25])([O-:26])[O-:27].[CH3:30][N:31]([CH3:32])[CH:33]=[O:34].[Cl:1][CH2:2][C:3](=[O:4])[NH:5][c:6]1[cH:7][c:8]([F:12])[cH:9][cH:10][cH:11]1.[K+:28].[K+:29].[N+:13](=[O:14])([O-:15])[c:16]1[c:17]([C:21](=[O:22])[NH2:23])[n:18][nH:19][cH:20]1>>[CH2:2]([C:3](=[O:4])[NH:5][c:6]1[cH:7][c:8]([F:12])[cH:9][cH:10][cH:11]1)[n:19]1[n:18][c:17]([C:21](=[O:22])[NH2:23])[c:16]([N+:13](=[O:14])[O-:15])[cH:20]1. The reactants are COC(=O)Cn1c(=O)c(NC(=O)c2ccccc2)cc2cccnc21, C1CCOC1, CO, [Li+], [OH-]. Yields the product O=C(O)Cn1c(=O)c(NC(=O)c2ccccc2)cc2cccnc21. Reaction SMILES: [C:1]([c:2]1[cH:3][cH:4][cH:5][cH:6][cH:7]1)(=[O:8])[NH:9][c:10]1[c:11](=[O:25])[n:12]([CH2:20][C:21](=[O:22])[O:23][CH3:24])[c:13]2[n:14][cH:15][cH:16][cH:17][c:18]2[cH:19]1.[CH2:28]1[O:29][CH2:30][CH2:31][CH2:32]1.[CH3:33][OH:34].[Li+:27].[OH-:26]>>[C:1]([c:2]1[cH:3][cH:4][cH:5][cH:6][cH:7]1)(=[O:8])[NH:9][c:10]1[c:11](=[O:25])[n:12]([CH2:20][C:21](=[O:22])[OH:23])[c:13]2[n:14][cH:15][cH:16][cH:17][c:18]2[cH:19]1.